The task is: describe an organic reaction: reactants, conditions, products, and yield. This data is from the Open Reaction Database (ORD), a public repository of structured organic reaction records. Reactants: CC(=O)[O-], CCO, Cc1nc(N)nc(Cl)n1, CC(c1cnc(F)c(B(O)O)c1)N1CCOCC1, [K+], O. Yields the product Cc1nc(N)nc(-c2cc(C(C)N3CCOCC3)cnc2F)n1. RXN SMILES: [CH3:29][C:30](=[O:31])[O-:32].[CH3:33][CH2:34][OH:35].[Cl:1][c:2]1[n:3][c:4]([NH2:9])[n:5][c:6]([CH3:8])[n:7]1.[F:10][c:11]1[n:12][cH:13][c:14]([CH:20]([CH3:21])[N:22]2[CH2:23][CH2:24][O:25][CH2:26][CH2:27]2)[cH:15][c:16]1[B:17]([OH:18])[OH:19].[K+:28].[OH2:36]>>[c:2]1(-[c:16]2[c:11]([F:10])[n:12][cH:13][c:14]([CH:20]([CH3:21])[N:22]3[CH2:23][CH2:24][O:25][CH2:26][CH2:27]3)[cH:15]2)[n:3][c:4]([NH2:9])[n:5][c:6]([CH3:8])[n:7]1. Starting materials: S(=O)(Cl)Cl (Thionyl chloride), COC=1C=C(C=CC1)C=1C(=NC=CC1)C(=O)O (3-(3-methoxy-phenyl)-pyridine-2-carboxylic acid), [Cl-].[Al+3].[Cl-].[Cl-] (aluminum chloride), [OH-].[Na+] (NaOH). Solvent: ClCCl (dichloromethane), CN(C=O)C (N,N-dimethylformamide), ClCCl (dichloromethane), O (Water). Reaction conditions: temperature 40 celsius, time 2 hour. The product is COC=1C=CC=2C(C3=NC=CC=C3C2C1)=O (6-methoxy-indeno[2,1-b]pyridin-9-one). Reaction SMILES: S(Cl)(Cl)=O.[CH3:5][O:6][C:7]1[CH:8]=[C:9]([C:13]2[C:14]([C:19]([OH:21])=O)=[N:15][CH:16]=[CH:17][CH:18]=2)[CH:10]=[CH:11][CH:12]=1.[Cl-].[Al+3].[Cl-].[Cl-].[OH-].[Na+]>ClCCl.O.CN(C)C=O>[CH3:5][O:6][C:7]1[CH:12]=[CH:11][C:10]2[C:19](=[O:21])[C:14]3[C:13]([C:9]=2[CH:8]=1)=[CH:18][CH:17]=[CH:16][N:15]=3 |f:2.3.4.5,6.7|. Procedure details: Thionyl chloride (0.95 L) is added over 30 min to a solution of 3-(3-methoxy-phenyl)-pyridine-2-carboxylic acid (crude product; 2.0 kg) and N,N-dimethylformamide (34 mL) in dichloromethane (9 L) at 40° C. The addition vessel is rinsed with dichloromethane (1 L) and the solution is stirred at 40° C. for 2 h. The solution is diluted with toluene (10 L) and most of the solvent is evaporated (residual toluene ca. 2 L). Dichloromethane (10 L) is added to obtain a homogeneous solution. The solution is... The reactants are BrCCBr, C1CCOC1, [Li]CCCC, CCCCCC, CCOC(=O)C1CCCC1, CC(C)NC(C)C. The product is CCOC(=O)C1(CCBr)CCCC1. Reaction SMILES: [Br:29][CH2:30][CH2:31][Br:32].[CH2:33]1[O:34][CH2:35][CH2:36][CH2:37]1.[CH2:8]([Li:9])[CH2:10][CH2:11][CH3:12].[CH3:13][CH2:14][CH2:15][CH2:16][CH2:17][CH3:18].[CH:19]1([C:24](=[O:25])[O:26][CH2:27][CH3:28])[CH2:20][CH2:21][CH2:22][CH2:23]1.[CH:1]([NH:2][CH:3]([CH3:4])[CH3:5])([CH3:6])[CH3:7]>>[C:19]1([C:24](=[O:25])[O:26][CH2:27][CH3:28])([CH2:31][CH2:30][Br:29])[CH2:20][CH2:21][CH2:22][CH2:23]1.